From a dataset of the Open Reaction Database (ORD), a public repository of structured organic reaction records. describe an organic reaction: reactants, conditions, products, and yield Starting materials: CC(=O)O, CO, Cn1cc([N+](=O)[O-])ccc1=O. Reaction SMILES: [C:12]([OH:13])(=[O:14])[CH3:15].[CH3:16][OH:17].[CH3:1][n:2]1[c:3](=[O:11])[cH:4][cH:5][c:6]([N+:8]([O-:9])=[O:10])[cH:7]1>>[CH3:1][n:2]1[c:3](=[O:11])[cH:4][cH:5][c:6]([NH2:8])[cH:7]1. The product is Cn1cc(N)ccc1=O. Reactants: CC(=O)O, CO, NC1=NN(c2cccc(C(F)(F)F)c2)CC1, O=Cc1cnc2ccccc2c1. Yields the product FC(F)(F)c1cccc(N2CCC(N=Cc3cnc4ccccc4c3)=N2)c1. As a reaction SMILES: [CH3:29][C:30](=[O:31])[OH:32].[CH3:33][OH:34].[NH2:1][C:2]1=[N:3][N:4]([c:7]2[cH:8][c:9]([C:13]([F:14])([F:15])[F:16])[cH:10][cH:11][cH:12]2)[CH2:5][CH2:6]1.[n:17]1[cH:18][c:19]([CH:27]=[O:28])[cH:20][c:21]2[cH:22][cH:23][cH:24][cH:25][c:26]12>>[N:1]([C:2]1=[N:3][N:4]([c:7]2[cH:8][c:9]([C:13]([F:14])([F:15])[F:16])[cH:10][cH:11][cH:12]2)[CH2:5][CH2:6]1)=[CH:27][c:19]1[cH:18][n:17][c:26]2[c:21]([cH:20]1)[cH:22][cH:23][cH:24][cH:25]2. Reactants: C(CCCCCCCCCCC)N=C=O (dodecyl isocyanate), CN(CCCCCCO)C (6-(dimethylamino)hexanol). Solvent: O1CCCC1 (tetrahydrofuran). The product is [NH4+].[OH-] (NH4OH), CN(CCCCCCOC(NCCCCCCCCCCCC)=O)C (Dodecylcarbamic acid 6-(dimethylamino)hexyl ester). As a reaction SMILES: [CH2:1]([N:13]=[C:14]=[O:15])[CH2:2][CH2:3][CH2:4][CH2:5][CH2:6][CH2:7][CH2:8][CH2:9][CH2:10][CH2:11][CH3:12].[CH3:16][N:17]([CH3:25])[CH2:18][CH2:19][CH2:20][CH2:21][CH2:22][CH2:23][OH:24]>O1CCCC1>[NH4+:13].[OH-:15].[CH3:16][N:17]([CH3:25])[CH2:18][CH2:19][CH2:20][CH2:21][CH2:22][CH2:23][O:24][C:14](=[O:15])[NH:13][CH2:1][CH2:2][CH2:3][CH2:4][CH2:5][CH2:6][CH2:7][CH2:8][CH2:9][CH2:10][CH2:11][CH3:12] |f:3.4|. Procedure: 1.1 gm (5 meq) of dodecyl isocyanate and 726 mg (5 meq) of 6-(dimethylamino)hexanol are combined in 5 ml of tetrahydrofuran and reacted over weekend at room temperature. The insoluble crystals are filtered, washed with ethyl acetate and the filtrate and washings combined, evaporated under reduced pressure (<30° C.) and dried in vacuo. The product is purified by silica gel chromatography in the system CH2Cl2 :CH3OH:NH4OH (65:25:4). Fractions 34-46 are combined, evaporated and dried in vacuo to yi... Reactants: COC1=C(C=CC(=C1)N1CCC(CC1)N1CCN(CC1)C)N (2-Methoxy-4-[4-(4-methyl-piperazin-1-yl)-piperidin-1-yl]-phenylamine), BrC1=CC=C2C=NC(=NN21)S(=O)C (7-Bromo-2-methanesulfinyl-pyrrolo[2,1-f][1,2,4]triazine), C(C)(C)N(C(C)C)CC (N,N-Diisopropylethylamine). Run in COCCO (2-Methoxyethanol). Conditions: temperature 170 celsius. Product: BrC1=CC=C2C=NC(=NN21)NC2=C(C=C(C=C2)N2CCC(CC2)N2CCN(CC2)C)OC ((7-Bromo-pyrrolo[2,1-f][1,2,4]triazin-2-yl)-{2-methoxy-4-[4-(4-methyl-piperazin-1-yl)-piperidin-1-yl]-phenyl}-amine). Yield: 34.5%. Reaction SMILES: [CH3:1][O:2][C:3]1[CH:8]=[C:7]([N:9]2[CH2:14][CH2:13][CH:12]([N:15]3[CH2:20][CH2:19][N:18]([CH3:21])[CH2:17][CH2:16]3)[CH2:11][CH2:10]2)[CH:6]=[CH:5][C:4]=1[NH2:22].[Br:23][C:24]1[N:32]2[C:27]([CH:28]=[N:29][C:30](S(C)=O)=[N:31]2)=[CH:26][CH:25]=1.C(N(CC)C(C)C)(C)C>COCCO>[Br:23][C:24]1[N:32]2[C:27]([CH:28]=[N:29][C:30]([NH:22][C:4]3[CH:5]=[CH:6][C:7]([N:9]4[CH2:14][CH2:13][CH:12]([N:15]5[CH2:20][CH2:19][N:18]([CH3:21])[CH2:17][CH2:16]5)[CH2:11][CH2:10]4)=[CH:8][C:3]=3[O:2][CH3:1])=[N:31]2)=[CH:26][CH:25]=1. Procedure: A mixture of 2-Methoxy-4-[4-(4-methyl-piperazin-1-yl)-piperidin-1-yl]-phenylamine (1.25 g, 0.00411 mol) (for preparation see: Ahmed, et al. WO2008051547), 7-Bromo-2-methanesulfinyl-pyrrolo[2,1-f][1,2,4]triazine (0.75 g, 0.0029 mol) and N,N-Diisopropylethylamine (2.02 mL, 0.0116 mol) in 2-Methoxyethanol (10 mL) was heated in the microwave at 170° C. for 90 minutes. Purification by Isco chromatography gave (7-Bromo-pyrrolo[2,1-f][1,2,4]triazin-2-yl)-{2-methoxy-4-[4-(4-methyl-piperazin-1-yl)-piperi... Reactants: COC=1C=CC=C2C(=C(C=NC12)C(=O)OCC)Cl (Ethyl 8-methoxy-4-chloroquinoline-3-carboxylate), COC=1C(=CSC1)N (4-methoxy-3-aminothiophene). Solvent: O1CCOCC1 (1,4 dioxan). The product is COC=1C=CC=C2C(=C(C=NC12)C(=O)OCC)NC1=CSC=C1OC (Ethyl 8-methoxy-4-(4-methoxy-3-thienylamino)quinoline-3-carboxylate). RXN SMILES: [CH3:1][O:2][C:3]1[CH:4]=[CH:5][CH:6]=[C:7]2[C:12]=1[N:11]=[CH:10][C:9]([C:13]([O:15][CH2:16][CH3:17])=[O:14])=[C:8]2Cl.[CH3:19][O:20][C:21]1[C:22]([NH2:26])=[CH:23][S:24][CH:25]=1>O1CCOCC1>[CH3:1][O:2][C:3]1[CH:4]=[CH:5][CH:6]=[C:7]2[C:12]=1[N:11]=[CH:10][C:9]([C:13]([O:15][CH2:16][CH3:17])=[O:14])=[C:8]2[NH:26][C:22]1[C:21]([O:20][CH3:19])=[CH:25][S:24][CH:23]=1. Procedure details: Ethyl 8-methoxy-4-chloroquinoline-3-carboxylate (1.5 g, 0.0056 mol) and 4-methoxy-3-aminothiophene (1.46 g, 0.0112 mol) in 1,4 dioxan (20 ml) were heated under reflux for 4 hours. The solid which had formed was collected by filtration and dried. The solid was dissolved in chloroform, washed with sodium carbonate solution (50 ml), then water, dried over magnesium sulphate, filtered and evaporated under reduced pressure to give a yellow solid. Starting materials: O=C([O-])[O-], COC(=O)c1c(C)[nH]c(C)c1C(=O)Cc1ccc(F)c(C(=O)N2CCC(OC)CC2)c1, CI, [K+], [K+], CN(C)C=O, O. Product: COC(=O)c1c(C(=O)Cc2ccc(F)c(C(=O)N3CCC(OC)CC3)c2)c(C)n(C)c1C. RXN SMILES: [C:34](=[O:35])([O-:36])[O-:37].[F:3][c:4]1[c:5]([C:24](=[O:25])[N:26]2[CH2:27][CH2:28][CH:29]([O:32][CH3:33])[CH2:30][CH2:31]2)[cH:6][c:7]([CH2:10][C:11](=[O:12])[c:13]2[c:14]([C:20](=[O:21])[O:22][CH3:23])[c:15]([CH3:19])[nH:16][c:17]2[CH3:18])[cH:8][cH:9]1.[I:1][CH3:2].[K+:38].[K+:39].[O:41]=[CH:42][N:43]([CH3:44])[CH3:45].[OH2:40]>>[F:3][c:4]1[c:5]([C:24](=[O:25])[N:26]2[CH2:27][CH2:28][CH:29]([O:32][CH3:33])[CH2:30][CH2:31]2)[cH:6][c:7]([CH2:10][C:11](=[O:12])[c:13]2[c:14]([C:20](=[O:21])[O:22][CH3:23])[c:15]([CH3:19])[n:16]([CH3:34])[c:17]2[CH3:18])[cH:8][cH:9]1.